From a dataset of the Open Reaction Database (ORD), a public repository of structured organic reaction records. describe an organic reaction: reactants, conditions, products, and yield Reactants: [H-].[Na+] (sodium hydride), O1C(CCCC1)OCC1(NC(N(C1=O)C1=CC(=C(C#N)C=C1)C(F)(F)F)=O)COC1OCCCC1 (4-[4,4-bis[[(tetrahydro-2H-pyran-2-yl)oxy]methyl]-2,5-dioxo-1-imidazolidinyl]-2-(trifluoromethyl)-benzonitrile), CN(C=O)C (dimethylformamide), CN(C=O)C (dimethylformamide). Run at time 30 minute. Product: C(C)(=O)OCC#CCN1C(N(C(C1(COC1OCCCC1)COC1OCCCC1)=O)C1=CC(=C(C#N)C=C1)C(F)(F)F)=O (4-[3-[4-(acetyloxy)-2-butyn-1-yl]-4,4-bis[[(tetrahydro-2H-pyran-2-yl)oxy]methyl]-2,5-dioxo-1-imidazolidinyl]-2-(trifluoromethyl)-benzonitrile). Reaction SMILES: [H-].[Na+].[O:3]1[CH2:8][CH2:7][CH2:6][CH2:5][CH:4]1[O:9][CH2:10][C:11]1([CH2:30][O:31][CH:32]2[CH2:37][CH2:36][CH2:35][CH2:34][O:33]2)[C:15](=[O:16])[N:14]([C:17]2[CH:24]=[CH:23][C:20]([C:21]#[N:22])=[C:19]([C:25]([F:28])([F:27])[F:26])[CH:18]=2)[C:13](=[O:29])[NH:12]1.CN(C)[CH:40]=[O:41]>>[C:4]([O:41][CH2:40][C:6]#[C:7][CH2:8][N:12]1[C:11]([CH2:10][O:9][CH:4]2[CH2:5][CH2:6][CH2:7][CH2:8][O:3]2)([CH2:30][O:31][CH:32]2[CH2:37][CH2:36][CH2:35][CH2:34][O:33]2)[C:15](=[O:16])[N:14]([C:17]2[CH:24]=[CH:23][C:20]([C:21]#[N:22])=[C:19]([C:25]([F:28])([F:26])[F:27])[CH:18]=2)[C:13]1=[O:29])(=[O:3])[CH3:5] |f:0.1|. Procedure details: 416 mg of 50% sodium hydride and dropwise 4 g of the product obtained in Stage 5 of Example 1 and 15 ml of dimethylformamide are introduced and the resultant mixture is rinsed with 1 ml of dimethylformamide. 10 minutes after the end of the release of hydrogen, 3.2 g of 4-bromo-2-butyne-1-ol acetate prepared as described in J. W. Lown GENE 149, 81 (1994) and 2 ml of dimethylformamide are added, and rinsing is carried out with 0.5 ml of dimethylformamide. After one hour 30 minutes, the reaction me...